Dataset: the Open Reaction Database (ORD), a public repository of structured organic reaction records. Task: describe an organic reaction: reactants, conditions, products, and yield Reactants: C1(=C(C=CC=C1)N)N (o-Phenylenediamine), BrC1=CC=C(C=O)C=C1 (4-bromobenzaldehyde), CC=1C=CC(=CC1)S(=O)(=O)O (PTSA). Solvent: C1(=CC=CC=C1)C (Toluene). The product is BrC1=CC=C(C=C1)C1=NC2=C(N1)C=CC=C2 (2-(4-bromophenyl)-1H-benzo[d]imidazole). The yield is 64.5%. Reaction SMILES: [C:1]1([NH2:8])[CH:6]=[CH:5][CH:4]=[CH:3][C:2]=1[NH2:7].[Br:9][C:10]1[CH:17]=[CH:16][C:13]([CH:14]=O)=[CH:12][CH:11]=1.CC1C=CC(S(O)(=O)=O)=CC=1>C1(C)C=CC=CC=1>[Br:9][C:10]1[CH:17]=[CH:16][C:13]([C:14]2[NH:8][C:1]3[CH:6]=[CH:5][CH:4]=[CH:3][C:2]=3[N:7]=2)=[CH:12][CH:11]=1. Procedure details: o-Phenylenediamine 7.79 g (72 mmole), 4-bromobenzaldehyde 16 g (87 mmole), and 2.8 g of PTSA (14 mmole) was stirred in 150 ml of Toluene, the reaction mixture was then heated to reflux for 16 hours, after cooling, the reaction mixture was extracted with water, and then the organic layer was evaporated to dry, the residue was then recrystallized with acetone to get 12.69 g of product (yield=64.54%).